From a dataset of the Open Reaction Database (ORD), a public repository of structured organic reaction records. describe an organic reaction: reactants, conditions, products, and yield Reactants: O1CCOCC1 (dioxane), ClC=1C(=CC2=C(N(C(=N2)S(=O)(=O)C)COCC[Si](C)(C)C)C1)I (6-chloro-5-iodo-2-methanesulfonyl-1-(2-trimethylsilanyl-ethoxymethyl)-1H-benzoimidazole), ClC=1C(=CC2=C(N(C(=N2)S(=O)(=O)C)COCC[Si](C)(C)C)C1)I (6-chloro-5-iodo-2-methanesulfonyl-1-(2-trimethylsilanyl-ethoxymethyl)-1H-benzoimidazole), C1(=CC=C(C=C1)B(O)O)C1=CC=CC=C1 (biphenyl-4-boronic acid), C(=O)([O-])[O-].[K+].[K+] (K2CO3), Thiol. Run in C(C)#N (ACN), CCOC(=O)C (EtOAc). Procedure details: A 2 mL Biotage™ microwave vial was charged with 6-chloro-5-iodo-2-methanesulfonyl-1-(2-trimethylsilanyl-ethoxymethyl)-1H-benzoimidazole (Intermediate 5, 49.0 mg, 0.100 mmol), biphenyl-4-boronic acid (24.0 mg, 0.120 mmol) and Pd(PPh3)4 (5.8 mg, 5 mol %) following by dioxane (1.0 mL) and 1M aqueous K2CO3 (120 uL). The resulting suspension was heated in a microwave synthesizer (Biotage Initiator™) at 150° C. for 10 min. The microwave procedure was repeated two more times, before each irradiation ad... The product is C1(=CC=C(C=C1)C1=CC2=C(N(C(=N2)S(=O)(=O)C)COCC[Si](C)(C)C)C=C1)C1=CC=CC=C1 (5-Biphenyl-4-yl-2-methanesulfonyl-1-(2-trimethylsilanyl-ethoxymethyl)-1H-benzoimidazole). Reaction conditions: temperature 150 celsius. RXN SMILES: Cl[C:2]1[C:3](I)=[CH:4][C:5]2[N:9]=[C:8]([S:10]([CH3:13])(=[O:12])=[O:11])[N:7]([CH2:14][O:15][CH2:16][CH2:17][Si:18]([CH3:21])([CH3:20])[CH3:19])[C:6]=2[CH:22]=1.[C:24]1([C:33]2[CH:38]=[CH:37][CH:36]=[CH:35][CH:34]=2)[CH:29]=[CH:28][C:27](B(O)O)=[CH:26][CH:25]=1.O1CCOCC1.C([O-])([O-])=O.[K+].[K+]>CCOC(C)=O.C(#N)C.C1C=CC([P]([Pd]([P](C2C=CC=CC=2)(C2C=CC=CC=2)C2C=CC=CC=2)([P](C2C=CC=CC=2)(C2C=CC=CC=2)C2C=CC=CC=2)[P](C2C=CC=CC=2)(C2C=CC=CC=2)C2C=CC=CC=2)(C2C=CC=CC=2)C2C=CC=CC=2)=CC=1>[C:24]1([C:33]2[CH:34]=[CH:35][CH:36]=[CH:37][CH:38]=2)[CH:29]=[CH:28][C:27]([C:3]2[CH:2]=[CH:22][C:6]3[N:7]([CH2:14][O:15][CH2:16][CH2:17][Si:18]([CH3:21])([CH3:20])[CH3:19])[C:8]([S:10]([CH3:13])(=[O:12])=[O:11])=[N:9][C:5]=3[CH:4]=2)=[CH:26][CH:25]=1 |f:3.4.5,^1:63,65,84,103|. Reagents/catalysts: C=1C=CC(=CC1)[P](C=2C=CC=CC2)(C=3C=CC=CC3)[Pd]([P](C=4C=CC=CC4)(C=5C=CC=CC5)C=6C=CC=CC6)([P](C=7C=CC=CC7)(C=8C=CC=CC8)C=9C=CC=CC9)[P](C=1C=CC=CC1)(C=1C=CC=CC1)C=1C=CC=CC1 (Pd(PPh3)4), C=1C=CC(=CC1)[P](C=2C=CC=CC2)(C=3C=CC=CC3)[Pd]([P](C=4C=CC=CC4)(C=5C=CC=CC5)C=6C=CC=CC6)([P](C=7C=CC=CC7)(C=8C=CC=CC8)C=9C=CC=CC9)[P](C=1C=CC=CC1)(C=1C=CC=CC1)C=1C=CC=CC1 (Pd(PPh3)4). The reactants are B#B.C1CCOC1 (Diborane THF), BrC=1C=C(C=NC1)CC(=O)O (5-bromo-3-pyridinylacetic acid), O (water). Solvent: C(C)(=O)OCC (ethyl acetate), C1CCOC1 (THF). Conditions: time 15 hour. The product is BrC=1C=C(C=NC1)CCO (2-(5-Bromo-pyridin-3-yl)-ethanol). Yield: 23.9%. Reaction SMILES: B#B.C1COCC1.[Br:8][C:9]1[CH:10]=[C:11]([CH2:15][C:16](O)=[O:17])[CH:12]=[N:13][CH:14]=1.O>C1COCC1.C(OCC)(=O)C>[Br:8][C:9]1[CH:10]=[C:11]([CH2:15][CH2:16][OH:17])[CH:12]=[N:13][CH:14]=1 |f:0.1|. Procedure details: A solution of Diborane-THF complex (1.0 M in THF, 7.5 mL, 7.5 mmol) was added dropwise to a solution of 5-bromo-3-pyridinylacetic acid (1080 mg, 5 mmol) in dry THF at 0° C. The resulting mixture was allowed to warm to room temperature. After 15 h, the reaction mixture was cooled to 0° C. and water (10 mL) was added dropwise. The reaction mixture was diluted with ethyl acetate (100 mL). The organic layer was separated, washed with brine, dried over Na2SO4. After filtration and concentration, the ... Starting materials: C1(=CC=CC=C1)SCN1S(=O)(=O)C2=C(C(=C(C(=C2C1=O)CC)OC)C)OC (2-phenylthiomethyl-4-ethyl-5,7-dimethoxy-6-methylsaccharin), S(=O)(=O)(Cl)Cl (sulfuryl chloride). Yields the product ClCN1S(=O)(=O)C2=C(C(=C(C(=C2C1=O)CC)OC)C)OC (2-chloromethyl-4-ethyl-5,7-dimethoxy-6-methylsaccharin). Yield: 22.0%. RXN SMILES: C1(S[CH2:8][N:9]2[C:19](=[O:20])[C:18]3[C:13](=[C:14]([O:26][CH3:27])[C:15]([CH3:25])=[C:16]([O:23][CH3:24])[C:17]=3[CH2:21][CH3:22])[S:10]2(=[O:12])=[O:11])C=CC=CC=1.S(Cl)([Cl:31])(=O)=O>>[Cl:31][CH2:8][N:9]1[C:19](=[O:20])[C:18]2[C:13](=[C:14]([O:26][CH3:27])[C:15]([CH3:25])=[C:16]([O:23][CH3:24])[C:17]=2[CH2:21][CH3:22])[S:10]1(=[O:12])=[O:11]. Reported procedure: By the method of Example 21 phenylthiomethylation of 4-ethyl-5,7-dimethoxy-6-methylsaccharin (0.65 g) with chloromethyl phenyl sulfide (0.24 mL) gave 2-phenylthiomethyl-4-ethyl-5,7-dimethoxy-6-methylsaccharin, reaction of which with sulfuryl chloride gave 2-chloromethyl-4-ethyl-5,7-dimethoxy-6-methylsaccharin, 0.16 g, 22% yield. The reactants are CNC (dimethylamine), BrCCCCC(=O)NCCCCCCCC (5-Bromo-N-octylpentanamide), solution, CNC (dimethylamine). Run in Cl (HCl), C(C)O (ethanol), C(C)O (ethanol). Reaction conditions: time 3 hour. The product is CN(CCCCC(=O)NCCCCCCCC)C (5-dimethylamino-N-octylpentanamide). The yield is 70.0%. Reaction SMILES: Br[CH2:2][CH2:3][CH2:4][CH2:5][C:6]([NH:8][CH2:9][CH2:10][CH2:11][CH2:12][CH2:13][CH2:14][CH2:15][CH3:16])=[O:7].[CH3:17][NH:18][CH3:19]>C(O)C.Cl>[CH3:17][N:18]([CH3:19])[CH2:2][CH2:3][CH2:4][CH2:5][C:6]([NH:8][CH2:9][CH2:10][CH2:11][CH2:12][CH2:13][CH2:14][CH2:15][CH3:16])=[O:7]. Procedure details: 5-Bromo-N-octylpentanamide (17.25 g) was dissolved in ethanol (50 ml) and a 33% solution of dimethylamine in ethanol (20 ml) was added. The solution was allowed to stand at room temperature for 3 hours, more dimethylamine (10 ml) added and the solution allowed to stand at room temperature for 18 hours. The solution was evaporated to give an oil, which was dissolved in dilute HCl and the solution at pH 5.5 was washed with dichloromethane. The pH was then raised to 7.5 and extracted twice with dic... Reactants: BrCc1ccccc1, CO, [Na+], [OH-], OCCOc1cccc(O)c1. Product: OCCOc1cccc(OCc2ccccc2)c1. RXN SMILES: [Br:14][CH2:15][c:16]1[cH:17][cH:18][cH:19][cH:20][cH:21]1.[CH3:22][OH:23].[Na+:13].[OH-:12].[OH:1][CH2:2][CH2:3][O:4][c:5]1[cH:6][c:7]([OH:8])[cH:9][cH:10][cH:11]1>>[OH:1][CH2:2][CH2:3][O:4][c:5]1[cH:6][c:7]([O:8][CH2:15][c:16]2[cH:17][cH:18][cH:19][cH:20][cH:21]2)[cH:9][cH:10][cH:11]1. Starting materials: BrCCCc1cccnc1, CN(C)C=O, COc1ccc(C2CC(=O)NN2C)cc1OC1CCCC1, [H-], [Na+]. Product: COc1ccc(C2CC(=O)N(CCCc3cccnc3)N2C)cc1OC1CCCC1. RXN SMILES: [Br:24][CH2:25][CH2:26][CH2:27][c:28]1[cH:29][n:30][cH:31][cH:32][cH:33]1.[CH3:34][N:35]([CH3:36])[CH:37]=[O:38].[CH:1]1([O:6][c:7]2[cH:8][c:9]([CH:15]3[CH2:16][C:17](=[O:21])[NH:18][N:19]3[CH3:20])[cH:10][cH:11][c:12]2[O:13][CH3:14])[CH2:2][CH2:3][CH2:4][CH2:5]1.[H-:23].[Na+:22]>>[CH:1]1([O:6][c:7]2[cH:8][c:9]([CH:15]3[CH2:16][C:17](=[O:21])[N:18]([CH2:25][CH2:26][CH2:27][c:28]4[cH:29][n:30][cH:31][cH:32][cH:33]4)[N:19]3[CH3:20])[cH:10][cH:11][c:12]2[O:13][CH3:14])[CH2:2][CH2:3][CH2:4][CH2:5]1. Starting materials: C=CCOC(=O)NC(CC(=O)OCC)c1cccc(NS(=O)(=O)c2cccc([N+](=O)[O-])c2)c1, CCO, [Na+], [OH-], Cl[Sn]Cl. Product: C=CCOC(=O)NC(CC(=O)OCC)c1cccc(NS(=O)(=O)c2cccc(N)c2)c1. Reaction SMILES: [CH2:4]([CH:5]=[CH2:6])[O:7][C:8](=[O:9])[NH:10][CH:11]([CH2:12][C:13](=[O:14])[O:15][CH2:16][CH3:17])[c:18]1[cH:19][c:20]([NH:24][S:25](=[O:26])(=[O:27])[c:28]2[cH:29][c:30]([N+:34]([O-:35])=[O:36])[cH:31][cH:32][cH:33]2)[cH:21][cH:22][cH:23]1.[CH3:39][CH2:40][OH:41].[Na+:38].[OH-:37].[Sn:1]([Cl:2])[Cl:3]>>[CH2:4]([CH:5]=[CH2:6])[O:7][C:8](=[O:9])[NH:10][CH:11]([CH2:12][C:13](=[O:14])[O:15][CH2:16][CH3:17])[c:18]1[cH:19][c:20]([NH:24][S:25](=[O:26])(=[O:27])[c:28]2[cH:29][c:30]([NH2:34])[cH:31][cH:32][cH:33]2)[cH:21][cH:22][cH:23]1.